From a dataset of the Open Reaction Database (ORD), a public repository of structured organic reaction records. describe an organic reaction: reactants, conditions, products, and yield RXN SMILES: [F:1][C:2]1[CH:3]=[C:4]([CH:6]=[CH:7][C:8]=1[O:9][C:10]1[C:19]2[C:14](=[CH:15][C:16]([O:22][CH2:23][CH2:24][CH2:25][N:26]3[CH2:31][CH2:30][O:29][CH2:28][CH2:27]3)=[C:17]([O:20][CH3:21])[CH:18]=2)[N:13]=[CH:12][CH:11]=1)[NH2:5].[C:32]1([C:38]2[S:39][CH:40]=[C:41]([C:43](Cl)=[O:44])[N:42]=2)[CH:37]=[CH:36][CH:35]=[CH:34][CH:33]=1>>[F:1][C:2]1[CH:3]=[C:4]([NH:5][C:43]([C:41]2[N:42]=[C:38]([C:32]3[CH:33]=[CH:34][CH:35]=[CH:36][CH:37]=3)[S:39][CH:40]=2)=[O:44])[CH:6]=[CH:7][C:8]=1[O:9][C:10]1[C:19]2[C:14](=[CH:15][C:16]([O:22][CH2:23][CH2:24][CH2:25][N:26]3[CH2:31][CH2:30][O:29][CH2:28][CH2:27]3)=[C:17]([O:20][CH3:21])[CH:18]=2)[N:13]=[CH:12][CH:11]=1. The product is FC=1C=C(C=CC1OC1=CC=NC2=CC(=C(C=C12)OC)OCCCN1CCOCC1)NC(=O)C=1N=C(SC1)C1=CC=CC=C1 (N-[3-fluoro-4-[[6-methoxy-7-(3-morpholinopropoxy)-4-quinolyl]oxy]phenyl]-2-phenyl-thiazole-4-carboxamide). Reported procedure: Q1 was prepared from 3-fluoro-4-[[6-methoxy-7-(3-morpholinopropoxy)-4-quinolyl]oxy]aniline and 2-phenyl-1,3-thiazole-4-carbonyl chloride following the general procedure reported in Preparative Example 1 Step 3. 1H NMR (400 MHz, d4-MeOD, 300K) δ 2.17 (m, 2H), 2.73 (m, 4H), 2.81 (t, J=7.4 Hz, 2H), 3.77 (t, J=4.7 Hz, 4H), 3.98 (s, 3H), 4.24 (t, J=6.0 Hz, 2H), 6.50 (d, J=5.4 Hz, 1H), 7.33 (s, 1H), 7.35 (t, J=8.8 Hz, 1H), 7.50 (m, 4H), 7.62 (s, 1H), 7.66 (d, J=8.8 Hz, 1H), 8.01 (dd, J=12.6 Hz, J=2.5 ... Reactants: FC=1C=C(N)C=CC1OC1=CC=NC2=CC(=C(C=C12)OC)OCCCN1CCOCC1 (3-fluoro-4-[[6-methoxy-7-(3-morpholinopropoxy)-4-quinolyl]oxy]aniline), C1(=CC=CC=C1)C=1SC=C(N1)C(=O)Cl (2-phenyl-1,3-thiazole-4-carbonyl chloride). Reactants: S(=O)(=O)(Cl)Cl (Sulphuryl chloride), ClC=1C=C(CN2C(C3(C4=CC=CC=C24)C(NC(C3)=O)=O)=O)C=CC1Cl (1'-(3,4-dichlorobenzyl)-spiro[pyrrolidine-3,3'-indoline]-2,2',5-trione), O (water). The solvent is C(C)(=O)O (acetic acid). Reaction conditions: temperature 60 celsius, time 5 hour. The product is ClC=1C=C2C3(C(N(C2=CC1)CC1=CC(=C(C=C1)Cl)Cl)=O)C(NC(C3)=O)=O (5'-chloro-1'-(3,4-dichlorobenzyl)-spiro[pyrrolidine-3,3'-indoline]-2,2',5-trione). Yield: 58.0%. As a reaction SMILES: S(Cl)([Cl:4])(=O)=O.[Cl:6][C:7]1[CH:8]=[C:9]([CH:27]=[CH:28][C:29]=1[Cl:30])[CH2:10][N:11]1[C:19]2[C:14](=[CH:15][CH:16]=[CH:17][CH:18]=2)[C:13]2([CH2:23][C:22](=[O:24])[NH:21][C:20]2=[O:25])[C:12]1=[O:26].O>C(O)(=O)C>[Cl:4][C:16]1[CH:15]=[C:14]2[C:19](=[CH:18][CH:17]=1)[N:11]([CH2:10][C:9]1[CH:27]=[CH:28][C:29]([Cl:30])=[C:7]([Cl:6])[CH:8]=1)[C:12](=[O:26])[C:13]12[CH2:23][C:22](=[O:24])[NH:21][C:20]1=[O:25]. Reported procedure: Sulphuryl chloride (2.74 g.) was added to a stirred suspension of 1'-(3,4-dichlorobenzyl)-spiro[pyrrolidine-3,3'-indoline]-2,2',5-trione (3.0 g.) in acetic acid (50 ml.). The mixture was stirred at 60° C. for 5 hours, cooled to ambient temperature and then stirred at this temperature for 16 hours. The mixture was then poured into water (250 ml.). The white solid which formed was collected by filtration, washed with water, air dried and recrystallised from 2-propanol to give 5'-chloro-1'-(3,4-dic... Starting materials: COCC1(CCBr)CC(=O)N(C(C)c2ccccc2)C1, C[Si](C)(C)[N-][Si](C)(C)C, CCOC(C)=O, COC(=O)Cl, [Li+], C1CCOC1, O, O=C(O)CC(O)(CC(=O)O)C(=O)O. Product: COCC12CCC1(C(=O)OC)C(=O)N(C(C)c1ccccc1)C2. Reaction SMILES: [Br:11][CH2:12][CH2:13][C:14]1([CH2:28][O:29][CH3:30])[CH2:15][C:16](=[O:27])[N:17]([CH:19]([CH3:20])[c:21]2[cH:22][cH:23][cH:24][cH:25][cH:26]2)[CH2:18]1.[CH3:1][Si:2]([CH3:3])([CH3:4])[N-:5][Si:6]([CH3:7])([CH3:8])[CH3:9].[CH3:55][CH2:56][O:57][C:58](=[O:59])[CH3:60].[Cl:31][C:32](=[O:33])[O:34][CH3:35].[Li+:10].[O:49]1[CH2:50][CH2:51][CH2:52][CH2:53]1.[OH2:54].[OH:36][C:37]([CH2:38][C:39]([C:40](=[O:41])[OH:42])([CH2:43][C:44](=[O:45])[OH:46])[OH:47])=[O:48]>>[CH2:12]1[CH2:13][C:14]2([CH2:28][O:29][CH3:30])[C:15]1([C:32](=[O:33])[O:34][CH3:35])[C:16](=[O:27])[N:17]([CH:19]([CH3:20])[c:21]1[cH:22][cH:23][cH:24][cH:25][cH:26]1)[CH2:18]2. Reactants: CN1CCC(CC1)(C=1SC=C(N1)C1=CC=CC=C1)CN ((1-methyl-4-(4-phenylthiazol-2-yl)piperidin-4-yl)methanamine), FC(C1=NC(=NO1)C=1C=C(C(=O)O)C=CC1)(F)F (3-(5-(trifluoromethyl)-1,2,4-oxadiazol-3-yl)benzoic acid). Yields the product CN1CCC(CC1)(C=1SC=C(N1)C1=CC=CC=C1)CNC(C1=CC(=CC=C1)C1=NOC(=N1)C(F)(F)F)=O (N-((1-Methyl-4-(4-phenylthiazol-2-yl)piperidin-4-yl)methyl)-3-(5-(trifluoromethyl)-1,2,4-oxadiazol-3-yl)benzamide). Isolated yield 23.0%. RXN SMILES: [CH3:1][N:2]1[CH2:7][CH2:6][C:5]([CH2:19][NH2:20])([C:8]2[S:9][CH:10]=[C:11]([C:13]3[CH:18]=[CH:17][CH:16]=[CH:15][CH:14]=3)[N:12]=2)[CH2:4][CH2:3]1.[F:21][C:22]([F:38])([F:37])[C:23]1[O:27][N:26]=[C:25]([C:28]2[CH:29]=[C:30]([CH:34]=[CH:35][CH:36]=2)[C:31](O)=[O:32])[N:24]=1>>[CH3:1][N:2]1[CH2:3][CH2:4][C:5]([CH2:19][NH:20][C:31](=[O:32])[C:30]2[CH:34]=[CH:35][CH:36]=[C:28]([C:25]3[N:24]=[C:23]([C:22]([F:38])([F:37])[F:21])[O:27][N:26]=3)[CH:29]=2)([C:8]2[S:9][CH:10]=[C:11]([C:13]3[CH:18]=[CH:17][CH:16]=[CH:15][CH:14]=3)[N:12]=2)[CH2:6][CH2:7]1. Procedure: This compound was synthesized from (1-methyl-4-(4-phenylthiazol-2-yl)piperidin-4-yl)methanamine and 3-(5-(trifluoromethyl)-1,2,4-oxadiazol-3-yl)benzoic acid as described in example 8 step 6 (9 mg, 23% yield): 1H NMR (300 MHz, CDCl3) δ 8.51 (s, 1H), 8.21 (d, J=7.5 Hz, 1H), 7.98 (d, J=7.5 Hz, 1H), 7.86 (d, J=6.3 Hz, 1H), 7.78 (m, 1H), 7.54 (t, J=6.2 Hz, 2H), 7.48 (s, 1H), 7.34-7.25 (m, 2H), 3.86 (s, 2H), 2.69 (m, 2H), 2.57 (m, 4H), 2.34 (s, 3H), 2.13 (m, 2H). MS (ESI) m/z: Calculated for C26H24F3N... Starting materials: COC1=CC(=C(C(=C1)C)S(=O)(=O)N(C)CCOCC(=O)O)C (2-(2-(4-Methoxy-N,2,6-trimethylphenylsulfonamido)ethoxy)acetic acid), C(C)(C)N(CC)C(C)C (diisopropylethylamine), C1=CC2=C(N=C1)N(N=N2)O (HOAt), CCN=C=NCCCN(C)C (EDCI), N1(CCCCC1)CC1=CC=2CNCCC2S1 (2-(piperidin-1-ylmethyl)-4,5,6,7-tetrahydrothieno[3,2-c]pyridine). Conditions: time 8 hour. Product: COC1=CC(=C(C(=C1)C)S(=O)(=O)N(CCOCC(N1CC2=C(CC1)SC(=C2)CN2CCCCC2)=O)C)C (4-Methoxy-N,2,6-trimethyl-N-(2-(2-oxo-2-(2-(piperidin-1-yl-methyl)-6,7-dihydrothieno[3,2-c]pyridin-5(4H)-yl)ethoxy)ethyl)benzene-sulfonamide). Reaction SMILES: [CH3:1][O:2][C:3]1[CH:8]=[C:7]([CH3:9])[C:6]([S:10]([N:13]([CH2:15][CH2:16][O:17][CH2:18][C:19]([OH:21])=O)[CH3:14])(=[O:12])=[O:11])=[C:5]([CH3:22])[CH:4]=1.C(N(C(C)C)CC)(C)C.C1C=NC2N(O)N=NC=2C=1.CCN=C=NCCCN(C)C.[N:53]1([CH2:59][C:60]2[S:68][C:67]3[CH2:66][CH2:65][NH:64][CH2:63][C:62]=3[CH:61]=2)[CH2:58][CH2:57][CH2:56][CH2:55][CH2:54]1>>[CH3:1][O:2][C:3]1[CH:4]=[C:5]([CH3:22])[C:6]([S:10]([N:13]([CH3:14])[CH2:15][CH2:16][O:17][CH2:18][C:19](=[O:21])[N:64]2[CH2:65][CH2:66][C:67]3[S:68][C:60]([CH2:59][N:53]4[CH2:54][CH2:55][CH2:56][CH2:57][CH2:58]4)=[CH:61][C:62]=3[CH2:63]2)(=[O:11])=[O:12])=[C:7]([CH3:9])[CH:8]=1. Procedure: 2-(2-(4-Methoxy-N,2,6-trimethylphenylsulfonamido)ethoxy)acetic acid (AC6) (353 mg, 1.06 mmol), diisopropylethylamine (372 μl, 2.13 mmol), HOAt (15 mg, 107 μmol) and EDCI (306 mg, 1.60 mmol) were added to a solution of 2-(piperidin-1-ylmethyl)-4,5,6,7-tetrahydrothieno[3,2-c]pyridine (TP10) (277 mg, max. 425 μm) in MC (25 ml) and the mixture was stirred at room temperature overnight. The reaction mixture was then concentrated in vacuo and the residue obtained was purified by chromatography on sili...